From a dataset of the Open Reaction Database (ORD), a public repository of structured organic reaction records. describe an organic reaction: reactants, conditions, products, and yield The yield is 101.2%. Reaction SMILES: CC([Si](C)(C)[O:6][CH2:7][CH2:8][CH2:9][CH2:10][CH2:11][CH2:12][N:13]1[C:26]2[CH:25]=[C:24]([C:27](=[O:29])[CH3:28])[CH:23]=[CH:22][C:21]=2[S:20][C:19]2[C:14]1=[CH:15][CH:16]=[CH:17][CH:18]=2)(C)C.[F-].C([N+](CCCC)(CCCC)CCCC)CCC>O1CCCC1.C(OCC)(=O)C>[OH:6][CH2:7][CH2:8][CH2:9][CH2:10][CH2:11][CH2:12][N:13]1[C:26]2[CH:25]=[C:24]([C:27](=[O:29])[CH3:28])[CH:23]=[CH:22][C:21]=2[S:20][C:19]2[C:14]1=[CH:15][CH:16]=[CH:17][CH:18]=2 |f:1.2|. Run at time 3 hour. The solvent is O1CCCC1 (tetrahydrofuran), O1CCCC1 (tetrahydrofuran), C(C)(=O)OCC (ethyl acetate). Yields the product OCCCCCCN1C2=CC=CC=C2SC=2C=CC(=CC12)C(C)=O (1-[10-(6-hydroxyhexyl)-10H-phenothiazin-2-yl]ethanone). Reactants: CC(C)(C)[Si](OCCCCCCN1C2=CC=CC=C2SC=2C=CC(=CC12)C(C)=O)(C)C (1-[10-[6-[[(1,1-dimethylethyl)dimethylsilyl]oxy]hexyl]-10H-phenothiazin-2-yl]ethanone), [F-].C(CCC)[N+](CCCC)(CCCC)CCCC (tetrabutylammonium fluoride). Procedure details: A solution of 150 mg (0.33 mmol) of 1-[10-[6-[[(1,1-dimethylethyl)dimethylsilyl]oxy]hexyl]-10H-phenothiazin-2-yl]ethanone in 0.6 mL of tetrahydrofuran is treated with 0.41 mL (0.41 mmol) of 1M tetrabutylammonium fluoride in tetrahydrofuran. The reaction is stirred for 3 hours at room temperature, then diluted with 20 mL of ethyl acetate. The organic layer is washed successively with 10% sodium bisulfate solution and saturated sodium chloride solution, then dried over magnesium sulfate and concen... The reactants are F[B-](F)(F)F, Cc1cc(F)c(C)c(F)c1N, [H+], O=N[O-], [Na+], O. Product: F[B-](F)(F)F, Cc1cc(F)c(C)c(F)c1[N+]#N. As a reaction SMILES: [F:13][B-:14]([F:15])([F:16])[F:17].[F:1][c:2]1[c:3]([NH2:4])[c:5]([CH3:11])[cH:6][c:7]([F:10])[c:8]1[CH3:9].[H+:12].[N:18]([O-:19])=[O:20].[Na+:21].[OH2:22]>>[F:13][B-:14]([F:15])([F:16])[F:17].[F:1][c:2]1[c:3]([N+:4]#[N:18])[c:5]([CH3:11])[cH:6][c:7]([F:10])[c:8]1[CH3:9].